From a dataset of the Open Reaction Database (ORD), a public repository of structured organic reaction records. describe an organic reaction: reactants, conditions, products, and yield Starting materials: COC(=O)C1Cc2ccccc2N1, COc1ccc(S(=O)(=O)Cl)cc1, ClCCl, c1ccncc1. The product is COC(=O)C1Cc2ccccc2N1S(=O)(=O)c1ccc(OC)cc1. RXN SMILES: [CH3:1][O:2][C:3](=[O:4])[CH:5]1[NH:6][c:7]2[cH:8][cH:9][cH:10][cH:11][c:12]2[CH2:13]1.[CH3:20][O:21][c:22]1[cH:23][cH:24][c:25]([S:28](=[O:29])(=[O:30])[Cl:31])[cH:26][cH:27]1.[Cl:32][CH2:33][Cl:34].[cH:14]1[cH:15][cH:16][n:17][cH:18][cH:19]1>>[CH3:1][O:2][C:3](=[O:4])[CH:5]1[N:6]([S:28]([c:25]2[cH:24][cH:23][c:22]([O:21][CH3:20])[cH:27][cH:26]2)(=[O:29])=[O:30])[c:7]2[cH:8][cH:9][cH:10][cH:11][c:12]2[CH2:13]1. The reactants are Nc1ccc(Br)nn1, CC[SiH](CC)CC, CC#N, O=Cc1ccc(Cl)cc1, O, O=C(O)C(F)(F)F. Product: Clc1ccc(CNc2ccc(Br)nn2)cc1. RXN SMILES: [Br:1][c:2]1[cH:3][cH:4][c:5]([NH2:8])[n:6][n:7]1.[CH2:18]([SiH:19]([CH2:20][CH3:21])[CH2:22][CH3:23])[CH3:24].[CH3:32][C:33]#[N:34].[Cl:9][c:10]1[cH:11][cH:12][c:13]([CH:14]=[O:15])[cH:16][cH:17]1.[OH2:35].[OH:25][C:26]([C:27]([F:28])([F:29])[F:30])=[O:31]>>[Br:1][c:2]1[cH:3][cH:4][c:5]([NH:8][CH2:14][c:13]2[cH:12][cH:11][c:10]([Cl:9])[cH:17][cH:16]2)[n:6][n:7]1. Reactants: [H-].[Na+] (NaH), ester, COC(C=CC1=CC(=CC=C1)O)=O (3-(3-Hydroxy-phenyl)-acrylic acid methyl ester), ClCC=1N=C(SC1)C1=CC=CC=C1 (4-Chloromethyl-2-phenyl-thiazole). Run in CCCCCCC (heptane), CN(C)C=O (DMF). Conditions: time 10 minute. Yields the product COC(C=CC1=CC(=CC=C1)OCC=1N=C(SC1)C1=CC=CC=C1)=O (3-[3-(2-Phenyl-thiazol-4-ylmethoxy)-phenyl]-acrylic acid methyl ester). RXN SMILES: [CH3:1][O:2][C:3](=[O:13])[CH:4]=[CH:5][C:6]1[CH:11]=[CH:10][CH:9]=[C:8]([OH:12])[CH:7]=1.[H-].[Na+].Cl[CH2:17][C:18]1[N:19]=[C:20]([C:23]2[CH:28]=[CH:27][CH:26]=[CH:25][CH:24]=2)[S:21][CH:22]=1>CN(C=O)C.CCCCCCC>[CH3:1][O:2][C:3](=[O:13])[CH:4]=[CH:5][C:6]1[CH:11]=[CH:10][CH:9]=[C:8]([O:12][CH2:17][C:18]2[N:19]=[C:20]([C:23]3[CH:24]=[CH:25][CH:26]=[CH:27][CH:28]=3)[S:21][CH:22]=2)[CH:7]=1 |f:1.2|. Procedure details: 3-(3-Hydroxy-phenyl)-acrylic acid methyl ester (85 mg, 0.48 mmol) was dissolved in dry DMF (1.5 ml) and NaH (14 mg, 0.60 mmol) was added as a suspension in heptane (0.5 ml). The mixture was stirred at room temperature for 10 min. 4-Chloromethyl-2-phenyl-thiazole (100 mg, 0.48 mmol) was added portion-wise and the solution left stirring for 4 h. The reaction mixture was quenched with H2O (2 ml) and extracted with EtOAc (3×1 ml). The combined organic layers were washed with H2O (3×1 ml), dried (MgS... The reactants are Cl (hydrochloric acid), O[C@@H]1C[C@@H]2CN(C3=C(CN2C1)C=CC=C3)C(C3=CC=C(C=C3)NC(C3=C(C=CC=C3)C3=CC=CC=C3)=O)=O ((2R,11aR)-2-hydroxy-10-[4-[(2-phenylbenzoyl)amino]benzoyl]-1,2,3,10,11,11a-hexahydro-5H-pyrrolo[2,1-c][1,4]benzodiazepine), FC(C(=O)O)(F)F (trifluoroacetic acid), C1(CCCCC1)N=C=NC1CCCCC1 (N,N′-dicyclohexyl carbodiimide). Run in CS(=O)C (dimethyl sulfoxide). Reaction conditions: time 15 hour. Product: Cl.C1(=CC=CC=C1)C1=C(C(=O)NC2=CC=C(C(=O)N3C[C@@H]4N(CC5=C3C=CC=C5)CC(C4)=O)C=C2)C=CC=C1 ((11aR)-10-[4-[(2-Phenylbenzoyl) Amino]Benzoyl]-1,2,3,10,11, 11a-Hexahydro-5H-Pyrrolo[2,1-c][1,4]Benzodiazepin-2-One Hydrochloride). Yield: 34.2%. RXN SMILES: [OH:1][C@H:2]1[CH2:11][N:10]2[C@@H:4]([CH2:5][N:6]([C:16](=[O:38])[C:17]3[CH:22]=[CH:21][C:20]([NH:23][C:24](=[O:37])[C:25]4[CH:30]=[CH:29][CH:28]=[CH:27][C:26]=4[C:31]4[CH:36]=[CH:35][CH:34]=[CH:33][CH:32]=4)=[CH:19][CH:18]=3)[C:7]3[CH:15]=[CH:14][CH:13]=[CH:12][C:8]=3[CH2:9]2)[CH2:3]1.C1(N=C=NC2CCCCC2)CCCCC1.FC(F)(F)C(O)=O.[ClH:61]>CS(C)=O>[ClH:61].[C:31]1([C:26]2[CH:27]=[CH:28][CH:29]=[CH:30][C:25]=2[C:24]([NH:23][C:20]2[CH:21]=[CH:22][C:17]([C:16]([N:6]3[C:7]4[CH:15]=[CH:14][CH:13]=[CH:12][C:8]=4[CH2:9][N:10]4[CH2:11][C:2](=[O:1])[CH2:3][C@@H:4]4[CH2:5]3)=[O:38])=[CH:18][CH:19]=2)=[O:37])[CH:32]=[CH:33][CH:34]=[CH:35][CH:36]=1 |f:5.6|. Procedure details: To a solution of (2R,11aR)-2-hydroxy-10-[4-[(2-phenylbenzoyl)amino]benzoyl]-1,2,3,10,11,11a-hexahydro-5H-pyrrolo[2,1-c][1,4]benzodiazepine (0.4 g) prepared in Example 45 and obtained in the form of free base in dimethyl sulfoxide (8 ml), there was added, at room temperature, 1.6 g of N,N′-dicyclohexyl carbodiimide and 0.135 g of trifluoroacetic acid. After stirring the reaction solution at room temperature for 15 hours, a 6N hydrochloric acid solution was added thereto and the reaction solution ... The reactants are CC(=O)O, CN(C)C=O, [O-]Cl, CCn1nccc1C(=O)c1ccc(OCC(=O)O)c(Cl)c1Cl, [Na+], [Na+], [Na+], O, O=S([O-])([O-])=S. The product is CCn1ncc(Cl)c1C(=O)c1ccc(OCC(=O)O)c(Cl)c1Cl. Reaction SMILES: [CH3:33][C:34](=[O:35])[OH:36].[CH3:37][N:38]([CH3:39])[CH:40]=[O:41].[Cl:1][O-:2].[Cl:4][c:5]1[c:6]([O:7][CH2:8][C:9](=[O:10])[OH:11])[cH:12][cH:13][c:14]([C:17](=[O:18])[c:19]2[cH:20][cH:21][n:22][n:23]2[CH2:24][CH3:25])[c:15]1[Cl:16].[Na+:31].[Na+:32].[Na+:3].[OH2:42].[S:26]([O-:27])([O-:28])(=[O:29])=[S:30]>>[Cl:1][c:20]1[c:19]([C:17]([c:14]2[cH:13][cH:12][c:6]([O:7][CH2:8][C:9](=[O:10])[OH:11])[c:5]([Cl:4])[c:15]2[Cl:16])=[O:18])[n:23]([CH2:24][CH3:25])[n:22][cH:21]1. Reactants: O=C(O)CCc1ccccc1Br, C[Si](C)(C)C=[N+]=[N-], CO, c1ccccc1. The product is COC(=O)CCc1ccccc1Br. Reaction SMILES: [Br:8][c:9]1[c:10]([CH2:15][CH2:16][C:17](=[O:18])[OH:19])[cH:11][cH:12][cH:13][cH:14]1.[CH3:1][Si:2]([CH:3]=[N+:4]=[N-:5])([CH3:6])[CH3:7].[CH3:26][OH:27].[cH:20]1[cH:21][cH:22][cH:23][cH:24][cH:25]1>>[CH3:1][O:19][C:17]([CH2:16][CH2:15][c:10]1[c:9]([Br:8])[cH:14][cH:13][cH:12][cH:11]1)=[O:18]. RXN SMILES: [CH:1]12[CH2:29][CH:4]([CH:5]([CH2:7][NH:8][C:9]([C:11]3[C:12]([S:17][CH2:18][CH2:19][C:20]([C:22]4[CH:27]=[CH:26][C:25]([F:28])=[CH:24][CH:23]=4)=[O:21])=[N:13][CH:14]=[CH:15][CH:16]=3)=[O:10])[CH2:6]1)[CH2:3][CH2:2]2.[BH4-].[Na+].C(Cl)Cl.CCCCCC.CC(=O)OCC>CO>[CH:1]12[CH2:29][CH:4]([CH:5]([CH2:7][NH:8][C:9]([C:11]3[C:12]([S:17][CH2:18][CH2:19][CH:20]([C:22]4[CH:23]=[CH:24][C:25]([F:28])=[CH:26][CH:27]=4)[OH:21])=[N:13][CH:14]=[CH:15][CH:16]=3)=[O:10])[CH2:6]1)[CH2:3][CH2:2]2 |f:1.2,4.5|. Reaction conditions: time 1 hour. Reported procedure: A solution of 400 mg (0.97 mmol) of N-(5-bicyclo[2.2.1]heptanyl-methyl)-2-[[3-(4-fluorophenyl)-3-oxo-propyl]sulfanyl]-pyridine-3-carboxylic acid amide (exemplary compound 43) in MeOH (10 ml) was cooled to 0° C., and 18 mg (0.49 mmol) of NaBH4 were added in portions. Stirring was then carried out for 2 h at 0° C. and for 1 h at RT. The reaction solution was then poured onto ice-water and extraction with DCM was carried out. The organic phase was dried over MgSO4, filtered and concentrated in vacu... Isolated yield 44.3%. Run in CO (MeOH). Yields the product C12CCC(C(C1)CNC(=O)C=1C(=NC=CC1)SCCC(O)C1=CC=C(C=C1)F)C2 (N-(5-bicyclo[2.2.1]heptanyl-methyl)-2-[[3-(4-fluorophenyl)-3-hydroxy-propyl]sulfanyl]-pyridine-3-carboxylic acid amide). The reactants are CCCCCC.CC(OCC)=O (hexane EA), C(Cl)Cl (DCM), C12CCC(C(C1)CNC(=O)C=1C(=NC=CC1)SCCC(=O)C1=CC=C(C=C1)F)C2 (N-(5-bicyclo[2.2.1]heptanyl-methyl)-2-[[3-(4-fluorophenyl)-3-oxo-propyl]sulfanyl]-pyridine-3-carboxylic acid amide), C12CCC(C(C1)CNC(=O)C=1C(=NC=CC1)SCCC(=O)C1=CC=C(C=C1)F)C2 (N-(5-bicyclo[2.2.1]heptanyl-methyl)-2-[[3-(4-fluorophenyl)-3-oxo-propyl]sulfanyl]-pyridine-3-carboxylic acid amide), [BH4-].[Na+] (NaBH4).